This data is from the Open Reaction Database (ORD), a public repository of structured organic reaction records. The task is: describe an organic reaction: reactants, conditions, products, and yield The reactants are O=C1O[C@@H]([C@H](N1)C1=CC(=CC=C1)C#CC1=CC=CC=C1)C(=O)O ((4R,5S)-2-oxo-4-(3-(phenylethynyl)phenyl)oxazolidine-5-carboxylic acid), S(=O)(Cl)Cl (thionyl chloride). The product is O=C1O[C@@H]([C@H](N1)C1=CC(=CC=C1)C#CC1=CC=CC=C1)C(=O)Cl ((4R,5S)-2-oxo-4-(3-(phenylethynyl)phenyl)oxazolidine-5-carbonyl chloride). Run in ClCCl (dichloromethane). Reported procedure: To a solution of (4R,5S)-2-oxo-4-(3-(phenylethynyl)phenyl)oxazolidine-5-carboxylic acid (120 mg, 0.390 mmol) in dichloromethane (5 mL) was added thionyl chloride (0.285 mL, 3.90 mmol) and the solution was heated to reflux for 3 h. The reaction mixture was concentrated in vacuo providing (4R,5S)-2-oxo-4-(3-(phenylethynyl)phenyl)oxazolidine-5-carbonyl chloride (127 mg, 0.370 mmol, 95% yield) as a light brown wax. As a reaction SMILES: [O:1]=[C:2]1[NH:6][C@H:5]([C:7]2[CH:12]=[CH:11][CH:10]=[C:9]([C:13]#[C:14][C:15]3[CH:20]=[CH:19][CH:18]=[CH:17][CH:16]=3)[CH:8]=2)[C@@H:4]([C:21]([OH:23])=O)[O:3]1.S(Cl)([Cl:26])=O>ClCCl>[O:1]=[C:2]1[NH:6][C@H:5]([C:7]2[CH:12]=[CH:11][CH:10]=[C:9]([C:13]#[C:14][C:15]3[CH:20]=[CH:19][CH:18]=[CH:17][CH:16]=3)[CH:8]=2)[C@@H:4]([C:21]([Cl:26])=[O:23])[O:3]1. Isolated yield 94.9%. Reactants: CN(C(OC(C)(C)C)=O)C1=CC=C(C=C1)C1=NC2=CC=CC=C2C(=C1)[N+](=O)[O-] (tert-butyl methyl(4-(4-nitroquinolin-2-yl)phenyl)carbamate), [F-].[K+] (KF). Yields the product FC1=CC(=NC2=CC=CC=C12)C1=CC=C(C=C1)N(C(OC(C)(C)C)=O)C (tert-butyl (4-(4-fluoroquinolin-2-yl)phenyl)(methyl)carbamate), oil. The yield is 49.0%. As a reaction SMILES: [CH3:1][N:2]([C:10]1[CH:15]=[CH:14][C:13]([C:16]2[CH:25]=[C:24]([N+]([O-])=O)[C:23]3[C:18](=[CH:19][CH:20]=[CH:21][CH:22]=3)[N:17]=2)=[CH:12][CH:11]=1)[C:3](=[O:9])[O:4][C:5]([CH3:8])([CH3:7])[CH3:6].[F-:29].[K+]>>[F:29][C:24]1[C:23]2[C:18](=[CH:19][CH:20]=[CH:21][CH:22]=2)[N:17]=[C:16]([C:13]2[CH:14]=[CH:15][C:10]([N:2]([CH3:1])[C:3](=[O:9])[O:4][C:5]([CH3:8])([CH3:7])[CH3:6])=[CH:11][CH:12]=2)[CH:25]=1 |f:1.2|. Procedure details: tert-Butyl methyl(4-(4-fluoroquinolin-2-yl)phenyl)carbamate was prepared using general procedure M from tert-butyl methyl(4-(4-nitroquinolin-2-yl)phenyl)carbamate (10 mg, 0.026 mmol) and KF (60 mg, 1 mmol). tert-butyl (4-(4-fluoroquinolin-2-yl)phenyl)(methyl)carbamate was isolated as a clear oil (4.5 mg, 49%). 1H NMR (400 MHz, CDCl3): δ 8.16 (m, 1H), 8.12-8.07 (m, 3H), 7.78 (m, 1H), 7.59-7.54 (m, 2H), 7.41 (m, 1H), 3.32 (s, 3H), 1.48 (s, 9H); MS (ESI): 353 (M+H+). The reactants are COC(=O)C1=NC=C2C=CC=NC2=C1O (8-hydroxy-[1,6]naphthyridine-7-carboxylic acid methyl ester), C(C)(C)OC(=O)C1=NC=CC=C1CN(CC(=O)OC)S(=O)(=O)C1=CC=CC=C1 (3-[(benzenesulfonyl(methoxycarbonylmethyl)amino)methyl]pyridine-2-carboxylic acid isopropyl ester), N(=NC(=O)OC(C)C)C(=O)OC(C)C (diisopropyl azodicarboxylate), C(C)(C)OC(=O)C1=NC(=CC=C1CO)C (3-hydroxymethyl-6-methyl-pyridine-2-carboxylic acid isopropyl ester), COC(CNS(=O)(=O)C1=CC=CC=C1)=O (N-(phenylsulphonyl)glycine methyl ester), C1(=CC=CC=C1)P(C1=CC=CC=C1)C1=CC=CC=C1 (triphenylphosphine). Solvent: C1CCOC1 (THF), C1CCOC1 (THF). Conditions: time 8 hour. The product is C(C)(C)OC(=O)C1=NC(=CC=C1CN(CC(=O)OC)S(=O)(=O)C1=CC=CC=C1)C (3-[(benzenesulfonyl(methoxycarbonylmethyl)amino)methyl]-6-methylpyridine-2-carboxylic acid isopropyl ester). Reaction SMILES: [CH3:1]OC(C1C(O)=C2C(C=CC=N2)=CN=1)=O.[CH:16]([O:19][C:20]([C:22]1[C:27]([CH2:28][N:29]([S:35]([C:38]2[CH:43]=[CH:42][CH:41]=[CH:40][CH:39]=2)(=[O:37])=[O:36])[CH2:30][C:31]([O:33][CH3:34])=[O:32])=[CH:26][CH:25]=[CH:24][N:23]=1)=[O:21])([CH3:18])[CH3:17].N(C(OC(C)C)=O)=NC(OC(C)C)=O.C(OC(C1C(CO)=CC=C(C)N=1)=O)(C)C.COC(=O)CNS(C1C=CC=CC=1)(=O)=O.C1(P(C2C=CC=CC=2)C2C=CC=CC=2)C=CC=CC=1>C1COCC1>[CH:16]([O:19][C:20]([C:22]1[C:27]([CH2:28][N:29]([S:35]([C:38]2[CH:43]=[CH:42][CH:41]=[CH:40][CH:39]=2)(=[O:37])=[O:36])[CH2:30][C:31]([O:33][CH3:34])=[O:32])=[CH:26][CH:25]=[C:24]([CH3:1])[N:23]=1)=[O:21])([CH3:18])[CH3:17]. Procedure details: According to the conditions reported by Anthony et al (WO 02/30931 A2) for the preparation of 3-[(benzenesulfonyl(methoxycarbonylmethyl)amino)methyl]pyridine-2-carboxylic acid isopropyl ester, a solution of diisopropyl azodicarboxylate (1.07 g, 5.30 mmol) in THF (5 mL) was added dropwise over 40 min to a stirred solution of 3-hydroxymethyl-6-methyl-pyridine-2-carboxylic acid isopropyl ester (739 mg, 3.53 mmol), N-(phenylsulphonyl)glycine methyl ester (810 mg, 3.53 mmol) and triphenylphosphine (1...